From a dataset of the Open Reaction Database (ORD), a public repository of structured organic reaction records. describe an organic reaction: reactants, conditions, products, and yield The reactants are P(Br)(Br)Br (Phosphorus tribromide), solution, FC1=CC2=C(C3=NC(=CN3CCO2)C=2N(N=C(N2)C)C(C)C)C=C1C(C)O (1-[8-fluoro-2-(2-isopropyl-5-methyl-2H-[1,2,4]triazol-3-yl)-4,5-dihydro-6-oxa-1,3a-diazabenzo[e]azulen-9-yl]ethanol), O (Water), C(=O)(O)[O-].[Na+] (NaHCO3). The solvent is C(Cl)Cl (DCM), C(Cl)Cl (DCM). Reaction conditions: time 20 hour. Product: BrC(C)C=1C(=CC2=C(C3=NC(=CN3CCO2)C=2N(N=C(N2)C)C(C)C)C1)F (9-(1-Bromoethyl)-8-fluoro-2-(2-isopropyl-5-methyl-2H-[1,2,4]triazol-3-yl)-4,5-dihydro-6-oxa-1,3a-diazabenzo[e]azulene). Isolated yield 88.0%. As a reaction SMILES: P(Br)(Br)[Br:2].[F:5][C:6]1[C:28]([CH:29](O)[CH3:30])=[CH:27][C:9]2[C:10]3[N:14]([CH2:15][CH2:16][O:17][C:8]=2[CH:7]=1)[CH:13]=[C:12]([C:18]1[N:19]([CH:24]([CH3:26])[CH3:25])[N:20]=[C:21]([CH3:23])[N:22]=1)[N:11]=3.O.C([O-])(O)=O.[Na+]>C(Cl)Cl>[Br:2][CH:29]([C:28]1[C:6]([F:5])=[CH:7][C:8]2[O:17][CH2:16][CH2:15][N:14]3[C:10](=[N:11][C:12]([C:18]4[N:19]([CH:24]([CH3:26])[CH3:25])[N:20]=[C:21]([CH3:23])[N:22]=4)=[CH:13]3)[C:9]=2[CH:27]=1)[CH3:30] |f:3.4|. Procedure: Phosphorus tribromide (0.53 mL of a 1.0 M solution in DCM) was added to a solution of 1-[8-fluoro-2-(2-isopropyl-5-methyl-2H-[1,2,4]triazol-3-yl)-4,5-dihydro-6-oxa-1,3a-diazabenzo[e]azulen-9-yl]ethanol (98 mg, 0.26 mmol) in DCM (1 mL) at 0° C. The mixture was warmed to RT and stirred for 20 h. Water (2 mL) and sat. NaHCO3 (2 mL) were added and the mixture was extracted with DCM. The combined organics were washed (brine), dried (Na2SO4) and concentrated in vacuo to give the title compound (100 mg... The reactants are CS(C)=O, [O-][Cl+][O-], Cl, O=CCc1c(Cl)ccc(NCC(F)(F)c2ccccc2)c1F, [Na+], O. The product is O=C(O)Cc1c(Cl)ccc(NCC(F)(F)c2ccccc2)c1F. As a reaction SMILES: [CH3:29][S:30]([CH3:31])=[O:32].[Cl+:1]([O-:2])[O-:3].[ClH:27].[F:5][C:6]([CH2:7][NH:8][c:9]1[c:10]([F:19])[c:11]([CH2:16][CH:17]=[O:18])[c:12]([Cl:15])[cH:13][cH:14]1)([c:20]1[cH:21][cH:22][cH:23][cH:24][cH:25]1)[F:26].[Na+:4].[OH2:28]>>[OH:2][C:17]([CH2:16][c:11]1[c:10]([F:19])[c:9]([NH:8][CH2:7][C:6]([F:5])([c:20]2[cH:21][cH:22][cH:23][cH:24][cH:25]2)[F:26])[cH:14][cH:13][c:12]1[Cl:15])=[O:18]. Starting materials: B(F)(F)F.CCOCC (BF3 Et2O), N1=C(C=CC2=CC=CC=C12)COC1=CC=C(C=O)C=C1 (4-(2-quinolinylmethoxy)benzaldehyde), C(CS)(=O)OC (methyl thioglycolate), ClC1=CC=C(CS)C=C1 (4-chlorobenzyl mercaptan), NH4OAc. Run in C(Cl)Cl (CH2Cl2). Conditions: temperature 0 celsius, time 15 minute. Yields the product ClC1=CC=C(C=C1)CSC(C1=CC=C(C=C1)OCC1=NC2=CC=CC=C2C=C1)SCC(=O)OC (methyl ((1-(((4-chlorophenyl)methyl)thio)-1-(4-(2-quinolinylmethoxy)phenyl)methyl)thio)acetate). RXN SMILES: B(F)(F)F.CCOCC.[N:10]1[C:19]2[C:14](=[CH:15][CH:16]=[CH:17][CH:18]=2)[CH:13]=[CH:12][C:11]=1[CH2:20][O:21][C:22]1[CH:29]=[CH:28][C:25]([CH:26]=O)=[CH:24][CH:23]=1.[C:30]([O:34][CH3:35])(=[O:33])[CH2:31][SH:32].[Cl:36][C:37]1[CH:44]=[CH:43][C:40]([CH2:41][SH:42])=[CH:39][CH:38]=1>C(Cl)Cl>[Cl:36][C:37]1[CH:44]=[CH:43][C:40]([CH2:41][S:42][CH:26]([S:32][CH2:31][C:30]([O:34][CH3:35])=[O:33])[C:25]2[CH:28]=[CH:29][C:22]([O:21][CH2:20][C:11]3[CH:12]=[CH:13][C:14]4[C:19](=[CH:18][CH:17]=[CH:16][CH:15]=4)[N:10]=3)=[CH:23][CH:24]=2)=[CH:39][CH:38]=1 |f:0.1|. Reported procedure: At 0° C., BF3 /Et2O (380 μL, 2.3 equiv.) was added to a solution of 4-(2-quinolinylmethoxy)benzaldehyde (Example 1, Step 1, 352 mg, 1.34 mmoles), methyl thioglycolate (130 μL, 1.1 equiv.) and 4-chlorobenzyl mercaptan (195 μL, 1.1 equiv.) in CH2Cl2 (7 mL) and the mixture was stirred at 0° C. an hour and at room temperature 15 minutes. 25% Aqueous NH4OAc was then added at 0° C. and the products were extracted with EtOAc, dried over Na2SO4 and separated by flash chromatography on silica using EtOAc... Reactants: C(C)(C)(C)OC(NC1(CCC1)C1=NC=C(C=C1)C=1C=NNC1)=O ({1-[5-(1H-pyrazol-4-yl)-pyridin-2-yl]-cyclobutyl}-carbamic acid tert-butyl ester), C(=O)(C(F)(F)F)O (TFA), Cl (HCl), O1CCOCC1 (dioxane). Run in C(Cl)Cl (CH2Cl2). Conditions: time 15 hour. Product: Cl.Cl.N1N=CC(=C1)C=1C=CC(=NC1)C1(CCC1)N (1-[5-(1H-Pyrazol-4-yl)-pyridin-2-yl]-cyclobutylamine dihydrochloride). Reaction SMILES: C(OC(=O)[NH:7][C:8]1([C:12]2[CH:17]=[CH:16][C:15]([C:18]3[CH:19]=[N:20][NH:21][CH:22]=3)=[CH:14][N:13]=2)[CH2:11][CH2:10][CH2:9]1)(C)(C)C.C(O)(C(F)(F)F)=O.[ClH:31].O1CCOCC1>C(Cl)Cl>[ClH:31].[ClH:31].[NH:20]1[CH:19]=[C:18]([C:15]2[CH:16]=[CH:17][C:12]([C:8]3([NH2:7])[CH2:11][CH2:10][CH2:9]3)=[N:13][CH:14]=2)[CH:22]=[N:21]1 |f:5.6.7|. Procedure: To a solution of {1-[5-(1H-pyrazol-4-yl)-pyridin-2-yl]-cyclobutyl}-carbamic acid tert-butyl ester (300 mg, 0.96 mmol) in CH2Cl2 (5 mL) was added TFA (0.37 mL, 4.8 mmol). After 15 h, 4M HCl in dioxane (1.2 mL, 4.8 mmol) was added. After 1 h, the reaction was concentrated in-vacuo to yield 303 mg of the title compound, m/z 215.4 [M+H]+. Starting materials: CC(C)(C)OC(=O)NC(CC(=O)N1CCn2c(C(F)(F)F)nc(C(=O)N3CCCC3CO)c2C1)Cc1cc(F)c(F)cc1F, CCOC(C)=O, Cl. Yields the product Cl, NC(CC(=O)N1CCn2c(C(F)(F)F)nc(C(=O)N3CCCC3CO)c2C1)Cc1cc(F)c(F)cc1F. As a reaction SMILES: [C:1]([O:2][C:3](=[O:4])[NH:7][CH:8]([CH2:9][C:10](=[O:11])[N:12]1[CH2:13][c:14]2[n:15]([c:18]([C:30]([F:31])([F:32])[F:33])[n:19][c:20]2[C:21](=[O:22])[N:23]2[CH:24]([CH2:28][OH:29])[CH2:25][CH2:26][CH2:27]2)[CH2:16][CH2:17]1)[CH2:34][c:35]1[c:36]([F:43])[cH:37][c:38]([F:42])[c:39]([F:41])[cH:40]1)([CH3:5])([CH3:6])[CH3:44].[CH3:46][CH2:47][O:48][C:49](=[O:50])[CH3:51].[ClH:45]>>[ClH:45].[NH2:7][CH:8]([CH2:9][C:10](=[O:11])[N:12]1[CH2:13][c:14]2[n:15]([c:18]([C:30]([F:31])([F:32])[F:33])[n:19][c:20]2[C:21](=[O:22])[N:23]2[CH:24]([CH2:28][OH:29])[CH2:25][CH2:26][CH2:27]2)[CH2:16][CH2:17]1)[CH2:34][c:35]1[c:36]([F:43])[cH:37][c:38]([F:42])[c:39]([F:41])[cH:40]1.